Dataset: the Open Reaction Database (ORD), a public repository of structured organic reaction records. Task: describe an organic reaction: reactants, conditions, products, and yield The reactants are COC1=CC=C(CN2N=C(C(=C2)NC(C2=C(C=CC=C2)OC(F)(F)F)=O)C2=NC3=C(N2)C=CC(=C3)CN3CCOCC3)C=C1 (N-[1-(4-methoxy-benzyl)-3-(5-morpholin-4-ylmethyl-1H-benzimidazol-2-yl)-1H-pyrazol-4-yl]-2-trifluoromethoxy-benzamide), C1(=CC=CC=C1)OC (anisole). The solvent is FC(C(=O)O)(F)F (trifluoroacetic acid). Conditions: temperature 140 celsius. The product is N1(CCOCC1)CC1=CC2=C(NC(=N2)C2=NNC=C2NC(C2=C(C=CC=C2)OC(F)(F)F)=O)C=C1 (N-[3-(5-morpholin-4-ylmethyl-1H-benzimidazol-2-yl)-1H-pyrazol-4-yl]-2-trifluoromethoxy-benzamide). Yield: 29.9%. RXN SMILES: COC1C=CC(C[N:8]2[CH:12]=[C:11]([NH:13][C:14](=[O:26])[C:15]3[CH:20]=[CH:19][CH:18]=[CH:17][C:16]=3[O:21][C:22]([F:25])([F:24])[F:23])[C:10]([C:27]3[NH:31][C:30]4[CH:32]=[CH:33][C:34]([CH2:36][N:37]5[CH2:42][CH2:41][O:40][CH2:39][CH2:38]5)=[CH:35][C:29]=4[N:28]=3)=[N:9]2)=CC=1.C1(OC)C=CC=CC=1>FC(F)(F)C(O)=O>[N:37]1([CH2:36][C:34]2[CH:33]=[CH:32][C:30]3[NH:31][C:27]([C:10]4[C:11]([NH:13][C:14](=[O:26])[C:15]5[CH:20]=[CH:19][CH:18]=[CH:17][C:16]=5[O:21][C:22]([F:23])([F:24])[F:25])=[CH:12][NH:8][N:9]=4)=[N:28][C:29]=3[CH:35]=2)[CH2:38][CH2:39][O:40][CH2:41][CH2:42]1. Procedure: A mixture of N-[1-(4-methoxy-benzyl)-3-(5-morpholin-4-ylmethyl-1H-benzimidazol-2-yl)-1H-pyrazol-4-yl]-2-trifluoromethoxy-benzamide (50 mg) and anisole (25 μl) in trifluoroacetic acid (1 ml) was heated at 140° C. (100 W) for 20 min in a CEM Discover™ microwave synthesiser. The reaction mixture was evaporated and then azeotroped with toluene (2×10 ml). To the crude material was added EtOAc (5 ml) and the mixture neutralised with saturated aqueous sodium hydrogen carbonate. The organic portion was ...